The task is: describe an organic reaction: reactants, conditions, products, and yield. This data is from the Open Reaction Database (ORD), a public repository of structured organic reaction records. Starting materials: ClC=1C=CC=C2CC(NC12)=O (7-Chloro-1,3-dihydro-2H-indol-2-one), ClC1=NC(=NC(=N1)OC)OC (2-chloro-4,6-dimethoxy-1,3,5-triazine). Yields the product COC1=NC(=NC(=N1)OC)C1C(NC2=C(C=CC=C12)Cl)=O (3-(4,6-dimethoxy-1,3,5-triazin-2-yl)-7-chloro-1,3-dihydro-2H-indol-2-one). RXN SMILES: [Cl:1][C:2]1[CH:3]=[CH:4][CH:5]=[C:6]2[C:10]=1[NH:9][C:8](=[O:11])[CH2:7]2.Cl[C:13]1[N:18]=[C:17]([O:19][CH3:20])[N:16]=[C:15]([O:21][CH3:22])[N:14]=1>>[CH3:22][O:21][C:15]1[N:16]=[C:17]([O:19][CH3:20])[N:18]=[C:13]([CH:7]2[C:6]3[C:10](=[C:2]([Cl:1])[CH:3]=[CH:4][CH:5]=3)[NH:9][C:8]2=[O:11])[N:14]=1. Procedure details: 7-Chloro-1,3-dihydro-2H-indol-2-one (101.5 g) and 2-chloro-4,6-dimethoxy-1,3,5-triazine (152 g) are reacted analogously to Example 1 Variant A. This gives the title compound as solid in an HPLC purity of 99% area (181.9 g, 97% of theory). Starting materials: OS(=O)(=O)O (H2SO4), BrC1=C2C=CC=NC2=C(C=C1)C (5-bromo-8-methylquinoline), [OH-].[NH4+] (ammonium hydroxide), CrO3. Solvent: O (H2O). Conditions: temperature 70 celsius, time 1 hour. The product is BrC1=C2C=CC=NC2=C(C=C1)C(=O)O (5-bromoquinoline-8-carboxylic acid). As a reaction SMILES: [OH:1]S(O)(=O)=O.[Br:6][C:7]1[CH:16]=[CH:15][C:14]([CH3:17])=[C:13]2[C:8]=1[CH:9]=[CH:10][CH:11]=N2.[OH-:18].[NH4+:19]>O>[Br:6][C:7]1[CH:16]=[CH:15][C:14]([C:17]([OH:1])=[O:18])=[C:13]2[C:8]=1[CH:9]=[CH:10][CH:11]=[N:19]2 |f:2.3|. Procedure: To a stirred solution of H2O (80 mL) and H2SO4 (120 mL) at 0° C. was added 5-bromo-8-methylquinoline (25 g, 112.6 mmol). After obtaining a solution, CrO3 was introduced (16 g, 157.6 mmol) in portion wise while maintaining the internal temperature at 70° C. The reaction mixture was stirred for 1 h at 70° C. An additional CrO3 (16 g, 157.6 mmol) was added in portions and stirred at 80° C. for 2.5 h. After completion of the reaction, it was cooled to r.t, poured onto crushed ice, neutralized with a...